This data is from the Open Reaction Database (ORD), a public repository of structured organic reaction records. The task is: describe an organic reaction: reactants, conditions, products, and yield Reactants: O (water), CNC(C)=O (N-methyl acetamide), O1CCCC1 (tetrahydrofuran), [F-].C(CCC)[N+](CCCC)(CCCC)CCCC (tetrabutyl ammonium fluoride), solution. Conditions: time 2 hour. Product: C(CCC)N(C(COCCCCCO)=O)C (N-butyl-[(5-hydroxypentyl)-oxy]-N-methyl acetamide). RXN SMILES: CN[C:3](=[O:5])[CH3:4].[F-].C([N+:11]([CH2:20][CH2:21][CH2:22][CH3:23])([CH2:16][CH2:17]CC)[CH2:12]CCC)CCC.[OH2:24].[O:25]1C[CH2:28][CH2:27][CH2:26]1>>[CH2:20]([N:11]([CH3:12])[C:16](=[O:24])[CH2:17][O:5][CH2:3][CH2:4][CH2:28][CH2:27][CH2:26][OH:25])[CH2:21][CH2:22][CH3:23] |f:1.2|. Procedure details: To a solution of 8 g of the alcohol of Step B in 40 ml of tetrahydrofuran there were added 2.16 g of 50% sodium hydride in oil. The mixture was stirred for 30 minutes at ambient temperature and then a solution of 9.5 g of the brominated compound of Step A in 13 ml of tetrahydrofuran was added dropwise over 15 minutes. The mixture was stirred for 16 hours at ambient temperature and a saturated aqueous solution of ammonium chloride was added. The mixture was extracted with ethyl acetate and the or...